This data is from the Open Reaction Database (ORD), a public repository of structured organic reaction records. The task is: describe an organic reaction: reactants, conditions, products, and yield Starting materials: CC(COC(=O)C1=C(C=C(C=C1)C(F)(F)F)B(O)O)(C)C (2-(2,2-dimethyl-propoxycarbonyl)-5-trifluoromethyl-benzeneboronic acid), C(C1=CC=CC=C1)[C@H]1COC2=CC(=CC=C2[C@@H]1O)Br ((3S,4R)-3-benzyl-7-bromo-chroman-4-ol), C([O-])([O-])=O.[Na+].[Na+] (sodium carbonate), tretrakis(triphenyl-phosphine)palladium(0). Solvent: C1(=CC=CC=C1)C (toluene), O (water), O (water). The product is CC(COC(C1=C(C=C(C=C1)C(F)(F)F)C1=CC=C2[C@@H]([C@H](COC2=C1)CC1=CC=CC=C1)O)=O)(C)C ((3S, 4R)-2-(3-benzyl-4-hydroxy-chroman-7-yl)-4-trifluoromethyl-benzoic acid 2,2-dimethylpropyl ester). Yield: 83.7%. Reaction SMILES: [CH3:1][C:2]([CH3:21])([CH3:20])[CH2:3][O:4][C:5]([C:7]1[CH:12]=[CH:11][C:10]([C:13]([F:16])([F:15])[F:14])=[CH:9][C:8]=1B(O)O)=[O:6].[CH2:22]([C@@H:29]1[C@@H:38]([OH:39])[C:37]2[C:32](=[CH:33][C:34](Br)=[CH:35][CH:36]=2)[O:31][CH2:30]1)[C:23]1[CH:28]=[CH:27][CH:26]=[CH:25][CH:24]=1.C(=O)([O-])[O-].[Na+].[Na+]>C1(C)C=CC=CC=1.O>[CH3:1][C:2]([CH3:21])([CH3:20])[CH2:3][O:4][C:5](=[O:6])[C:7]1[CH:12]=[CH:11][C:10]([C:13]([F:16])([F:15])[F:14])=[CH:9][C:8]=1[C:34]1[CH:33]=[C:32]2[C:37]([C@H:38]([OH:39])[C@@H:29]([CH2:22][C:23]3[CH:28]=[CH:27][CH:26]=[CH:25][CH:24]=3)[CH2:30][O:31]2)=[CH:36][CH:35]=1 |f:2.3.4|. Reported procedure: A bi-phasic solution of 2-(2,2-dimethyl-propoxycarbonyl)-5-trifluoromethyl-benzeneboronic acid (1.72 g, 5.66 mmol), (3S,4R)-3-benzyl-7-bromo-chroman-4-ol(1.80 g, 5.63 mmol), sodium carbonate (1.82 g, 17.2 mmol), and tretrakis(triphenyl-phosphine)palladium(0) (12 mg, 0.19 mol %) in toluene (15 mL) and water (9 mL) was stirred at reflux for 100 minutes. The reaction mixture was cooled to room temperature, poured into water (40 mL) and extracted with diisopropylether (75 mL). The organic extracts w... The reactants are CO, COC(=O)c1cc(N)nc(N)c1, N. Yields the product NC(=O)c1cc(N)nc(N)c1. RXN SMILES: [CH3:14][OH:15].[CH3:1][O:2][C:3]([c:4]1[cH:5][c:6]([NH2:11])[n:7][c:8]([NH2:10])[cH:9]1)=[O:12].[NH3:13]>>[O:2]=[C:3]([c:4]1[cH:5][c:6]([NH2:11])[n:7][c:8]([NH2:10])[cH:9]1)[NH2:13]. The reactants are O=c1[nH]nc(Cl)c2cc(Br)ccc12, CC(C)(C)[O-], CCOC(C)=O, NCc1cccc(N2CCCC2)c1, [Na+], O=C(C=Cc1ccccc1)C=Cc1ccccc1, O=C(C=Cc1ccccc1)C=Cc1ccccc1, O=C(C=Cc1ccccc1)C=Cc1ccccc1, [Pd], [Pd]. Yields the product O=c1[nH]nc(Cl)c2cc(NCc3cccc(N4CCCC4)c3)ccc12. RXN SMILES: [Br:1][c:2]1[cH:3][c:4]2[c:5]([Cl:13])[n:6][nH:7][c:8](=[O:12])[c:9]2[cH:10][cH:11]1.[CH3:27][C:28]([CH3:29])([O-:30])[CH3:31].[CH3:33][CH2:34][O:35][C:36]([CH3:37])=[O:38].[N:14]1([c:19]2[cH:20][c:21]([CH2:25][NH2:26])[cH:22][cH:23][cH:24]2)[CH2:15][CH2:16][CH2:17][CH2:18]1.[Na+:32].[O:41]=[C:42]([CH:43]=[CH:44][c:45]1[cH:46][cH:47][cH:48][cH:49][cH:50]1)[CH:51]=[CH:52][c:53]1[cH:54][cH:55][cH:56][cH:57][cH:58]1.[O:59]=[C:60]([CH:61]=[CH:62][c:63]1[cH:64][cH:65][cH:66][cH:67][cH:68]1)[CH:69]=[CH:70][c:71]1[cH:72][cH:73][cH:74][cH:75][cH:76]1.[O:77]=[C:78]([CH:79]=[CH:80][c:81]1[cH:82][cH:83][cH:84][cH:85][cH:86]1)[CH:87]=[CH:88][c:89]1[cH:90][cH:91][cH:92][cH:93][cH:94]1.[Pd:39].[Pd:40]>>[c:2]1([NH:26][CH2:25][c:21]2[cH:20][c:19]([N:14]3[CH2:15][CH2:16][CH2:17][CH2:18]3)[cH:24][cH:23][cH:22]2)[cH:3][c:4]2[c:5]([Cl:13])[n:6][nH:7][c:8](=[O:12])[c:9]2[cH:10][cH:11]1. Reactants: [H-].[Na+] (sodium hydride), [H-].[Na+] (sodium hydride), FC1=CC=C2C(=C(C=NC2=C1)C#N)O (7-fluoro-4-hydroxyquinoline-3-carbonitrile), COCCO (2-methoxyethanol), [H-].[Na+] (sodium hydride). Product: COCCOC1=CC=C2C(C(=CNC2=C1)C#N)=O (7-(2-methoxyethoxy)-4-oxo-1,4-dihydroquinoline-3-carbonitrile). RXN SMILES: [H-].[Na+].F[C:4]1[CH:13]=[C:12]2[C:7]([C:8]([OH:16])=[C:9]([C:14]#[N:15])[CH:10]=[N:11]2)=[CH:6][CH:5]=1.[CH3:17][O:18][CH2:19][CH2:20][OH:21]>>[CH3:17][O:18][CH2:19][CH2:20][O:21][C:4]1[CH:13]=[C:12]2[C:7]([C:8](=[O:16])[C:9]([C:14]#[N:15])=[CH:10][NH:11]2)=[CH:6][CH:5]=1 |f:0.1|. Reported procedure: A mixture of sodium hydride (500 mg, 12.5 mmol) and 7-fluoro-4-hydroxyquinoline-3-carbonitrile (1.30 g, 6.9 mmol) in 2-methoxyethanol (30 mL) is heated at reflux overnight. Additional sodium hydride (250 mg, 6.25 mmol) is added and the reaction mixture is heated at reflux overnight. Additional sodium hydride (250 mg, 6.25 mmol) is added and the reaction mixture is heated at reflux for 8 hours. The reaction mixture is cooled to room temperature and partitioned between ethyl acetate and saturated ... The reactants are C(C)OC(=O)N1CCN(CC1)C([C@H](CC(=O)OC(C)(C)C)NC(=O)C1=NN(C(=C1)OCC(=O)OCC1=CC=CC=C1)C1=CC(=CC=C1)F)=O (4-((S)-2-{[5-Benzyloxycarbonylmethoxy-1-(3-fluoro-phenyl)-1H-pyrazole-3-carbonyl]-amino}-3-tert-butoxycarbonyl-propionyl)-piperazine-1-carboxylic acid ethyl ester). The solvent is C(C)(=O)OCC (ethyl acetate). Reaction conditions: time 16 hour. Yields the product C(C)OC(=O)N1CCN(CC1)C([C@H](CC(=O)OC(C)(C)C)NC(=O)C1=NN(C(=C1)OCC(=O)O)C1=CC(=CC=C1)F)=O (4-((S)-3-tert-Butoxycarbonyl-2-{[5-carboxymethoxy-1-(3-fluoro-phenyl)-1H-pyrazole-3-carbonyl]-amino}-propionyl)-piperazine-1-carboxylic acid ethyl ester). RXN SMILES: [CH2:1]([O:3][C:4]([N:6]1[CH2:11][CH2:10][N:9]([C:12](=[O:49])[C@@H:13]([NH:22][C:23]([C:25]2[CH:29]=[C:28]([O:30][CH2:31][C:32]([O:34]CC3C=CC=CC=3)=[O:33])[N:27]([C:42]3[CH:47]=[CH:46][CH:45]=[C:44]([F:48])[CH:43]=3)[N:26]=2)=[O:24])[CH2:14][C:15]([O:17][C:18]([CH3:21])([CH3:20])[CH3:19])=[O:16])[CH2:8][CH2:7]1)=[O:5])[CH3:2]>C(OCC)(=O)C>[CH2:1]([O:3][C:4]([N:6]1[CH2:11][CH2:10][N:9]([C:12](=[O:49])[C@@H:13]([NH:22][C:23]([C:25]2[CH:29]=[C:28]([O:30][CH2:31][C:32]([OH:34])=[O:33])[N:27]([C:42]3[CH:47]=[CH:46][CH:45]=[C:44]([F:48])[CH:43]=3)[N:26]=2)=[O:24])[CH2:14][C:15]([O:17][C:18]([CH3:21])([CH3:20])[CH3:19])=[O:16])[CH2:8][CH2:7]1)=[O:5])[CH3:2]. Reported procedure: To a solution of 4.100 g 4-((S)-2-{[5-Benzyloxycarbonylmethoxy-1-(3-fluoro-phenyl)-1H-pyrazole-3-carbonyl]-amino}-3-tert-butoxycarbonyl-propionyl)-piperazine-1-carboxylic acid ethyl ester in 30 ml ethyl acetate were added under argon 0.5 g Pd/C (10%) and the suspension was stirred under an atmosphere of hydrogen (3 bar) for 16 h. The suspension was filtered over a plug of Celite® and washed with ethyl acetate. The crude product obtained after evaporation of the solvent was dried under vacuo. Yie...